From a dataset of the Open Reaction Database (ORD), a public repository of structured organic reaction records. describe an organic reaction: reactants, conditions, products, and yield Reactants: C(C)(=O)OC(C)=O (acetic anhydride), FC(C=1C=C(C=C(C1)C(F)(F)F)Br)(F)F (3,5-Bis(trifluoromethyl)bromobenzene), [Mg] (magnesium), [OH-].[Na+] (NaOH), [Br-] (bromide). Solvent: C1CCOC1 (THF), C1CCOC1 (THF), C1CCOC1 (THF), O (water), CC(C)(C)OC (MTBE). Conditions: time 30 minute. Yields the product FC(C=1C=C(C=C(C1)C(F)(F)F)C(C)=O)(F)F (1-(3,5-Bis(trifluoromethyl)phenyl)ethan-1-one). The yield is 82.0%. RXN SMILES: [F:1][C:2]([F:15])([F:14])[C:3]1[CH:4]=[C:5](Br)[CH:6]=[C:7]([C:9]([F:12])([F:11])[F:10])[CH:8]=1.[Mg].[Br-].[C:18](OC(=O)C)(=[O:20])[CH3:19].[OH-].[Na+]>C1COCC1.CC(OC)(C)C.O>[F:1][C:2]([F:15])([F:14])[C:3]1[CH:4]=[C:5]([C:18](=[O:20])[CH3:19])[CH:6]=[C:7]([C:9]([F:12])([F:11])[F:10])[CH:8]=1 |f:4.5|. Reported procedure: A solution of 3,5-Bis(trifluoromethyl)bromobenzene (29.3 g) in 30 mL of THF was added to a mixture of magnesium granules (5.10 g) in THF (200 mL) heated at reflux (the reaction was initiated with approximately 5 mL of the bromide solution; the remainder was added slowly over 1 h). Alternatively, the Grignard initiation may be conducted at 0-20° C. to minimize the loss of solvent. The mixture was aged for 30 min at reflux, cooled to RT and added over 1 h to a solution of acetic anhydride (40 mL) ...